From a dataset of the Open Reaction Database (ORD), a public repository of structured organic reaction records. describe an organic reaction: reactants, conditions, products, and yield The reactants are FC(CCOC(=O)N1CCN(CC1)C(=O)OCC1=CC=CC=C1)(F)F (Piperazine-1,4-dicarboxylic acid benzyl ester 3,3,3-trifluoro-propyl ester). Reagents/catalysts: [Pd] (Pd/C). Solvent: C(C)O (ethanol). Run at time 12 hour. Yields the product FC(CCOC(=O)N1CCNCC1)(F)F (Piperazine-1-carboxylic acid 3,3,3-trifluoro-propyl ester). Reaction SMILES: [F:1][C:2]([F:25])([F:24])[CH2:3][CH2:4][O:5][C:6]([N:8]1[CH2:13][CH2:12][N:11](C(OCC2C=CC=CC=2)=O)[CH2:10][CH2:9]1)=[O:7]>C(O)C.[Pd]>[F:25][C:2]([F:1])([F:24])[CH2:3][CH2:4][O:5][C:6]([N:8]1[CH2:9][CH2:10][NH:11][CH2:12][CH2:13]1)=[O:7]. Procedure: To a solution of 3.2 g Piperazine-1,4-dicarboxylic acid benzyl ester 3,3,3-trifluoro-propyl ester in 60 ml ethanol were added 200 mg Pd/C (10%) and the suspension stirred under an atmosphere of hydrogen (3 bar) for 12 h. The reaction mixture was filtrated over a plug of Celite®, washed with ethanol and concentrated. Yield: 2.0 g colorless oil. Reported procedure: To a stirred solution of 2-cyano-6-methylbenzoxazole (2.0 g, 12.66 mmol) in carbon tetrachloride (50 ml) at room temperature are added successively N-bromosuccinimide (2.37 g, 13.3 mmol) and benzoyl peroxide (30.7 mg, 0.13 mmol). The solution is irradiated with a sun-lamp for 2 hours and concentrated. The residue is dissolved in 500 ml of ether and the solution filtered. The filtrate is concentrated and subjected to HPLC (2% ethyl acetate in hexane) to afford 2-cyano-6-bromomethylbenzoxazole whi... The product is C(#N)C=1OC2=C(N1)C=CC(=C2)CBr (2-cyano-6-bromomethylbenzoxazole). Run in C(Cl)(Cl)(Cl)Cl (carbon tetrachloride). Reactants: C(#N)C=1OC2=C(N1)C=CC(=C2)C (2-cyano-6-methylbenzoxazole), BrN1C(CCC1=O)=O (N-bromosuccinimide), C(C1=CC=CC=C1)(=O)OOC(C1=CC=CC=C1)=O (benzoyl peroxide). As a reaction SMILES: [C:1]([C:3]1[O:4][C:5]2[CH:11]=[C:10]([CH3:12])[CH:9]=[CH:8][C:6]=2[N:7]=1)#[N:2].[Br:13]N1C(=O)CCC1=O.C(OOC(=O)C1C=CC=CC=1)(=O)C1C=CC=CC=1>C(Cl)(Cl)(Cl)Cl>[C:1]([C:3]1[O:4][C:5]2[CH:11]=[C:10]([CH2:12][Br:13])[CH:9]=[CH:8][C:6]=2[N:7]=1)#[N:2]. Reactants: O=C1CCC(=O)N1Br, ClC(Cl)(Cl)Cl, CCOC(=O)c1c(C)cccc1OC, CC(C)(C#N)N=NC(C)(C)C#N. The product is CCOC(=O)c1c(CBr)cccc1OC. As a reaction SMILES: [Br:15][N:16]1[C:17](=[O:18])[CH2:19][CH2:20][C:21]1=[O:22].[C:35]([Cl:36])([Cl:37])([Cl:38])[Cl:39].[CH2:1]([CH3:2])[O:3][C:4]([c:5]1[c:6]([O:12][CH3:13])[cH:7][cH:8][cH:9][c:10]1[CH3:11])=[O:14].[N:23]([C:24]([CH3:25])([CH3:26])[C:27]#[N:28])=[N:29][C:30]([CH3:31])([CH3:32])[C:33]#[N:34]>>[CH2:1]([CH3:2])[O:3][C:4]([c:5]1[c:6]([O:12][CH3:13])[cH:7][cH:8][cH:9][c:10]1[CH2:11][Br:15])=[O:14]. Starting materials: BrC=1C=C2C(C=3C(=NC(=CC3)F)OC2=CC1)=O (7-bromo-2-fluoro-5H-chromeno[2,3-b]pyridin-5-one), C[Mg]Cl (methylmagnesium chloride), solution, C[Mg]Cl (methylmagnesium chloride), II (iodine), N (ammonia), olefin. The reagents and catalysts are [Ag]OC#N (silver cyanate). Solvent: C1CCOC1 (THF), C1CCOC1 (THF), C1CCOC1 (THF), C1CCOC1 (THF), C1CCOC1 (THF). Run at temperature -25 celsius, time 1 hour. Yields the product BrC=1C=C2C(=CC1)OC1=NC(=CC=C1C21N=C(OC1)N)F (7-bromo-2-fluoro-5′H-spiro[chromeno[2,3-b]pyridine-5,4′-oxazol]-2′-amine). As a reaction SMILES: [Br:1][C:2]1[CH:3]=[C:4]2[C:14](=[CH:15][CH:16]=1)[O:13][C:7]1=[N:8][C:9]([F:12])=[CH:10][CH:11]=[C:6]1[C:5]2=O.C[Mg]Cl.II.[NH3:23]>C1COCC1.[Ag]OC#N>[Br:1][C:2]1[CH:3]=[C:4]2[C:5]3([CH2:14][O:13][C:7]([NH2:8])=[N:23]3)[C:6]3[C:7](=[N:8][C:9]([F:12])=[CH:10][CH:11]=3)[O:13][C:14]2=[CH:15][CH:16]=1. Reported procedure: A solution of 7-bromo-2-fluoro-5H-chromeno[2,3-b]pyridin-5-one (150 mg, 0.510 mmol) in 5 mL of dry THF at −78° C. was added to methylmagnesium chloride, 3.0 M solution in THF (0.33 mL, 1.020 mmol) (0.33 mL) and the reaction was slowly warmed up to −30 C. At this temperature additional methylmagnesium chloride 3.0 M solution in THF (0.3 mL, 1.020 mmol) was added and stirring was continued for 1 hour. The reaction was quenched at −30° C. with saturated NH4Cl (150 mL) and extracted with EtOAc (3×15...